From a dataset of the Open Reaction Database (ORD), a public repository of structured organic reaction records. describe an organic reaction: reactants, conditions, products, and yield Starting materials: NC1=CC=C(C=C1)S(=O)(=O)NC(C)(C)C (4-Amino-N-tert-butylbenzenesulfonamide), FC=1C=C(C=O)C=CC1OC (3-fluoro-4-methoxybenzaldehyde). Solvent: C1(=CC=CC=C1)C (toluene). Yields the product C(C)(C)(C)NS(=O)(=O)C1=CC=C(C=C1)N=CC1=CC(=C(C=C1)OC)F (N-tert-Butyl-4-[(3-fluoro-4-methoxybenzylidene)amino]benzenesulfonamide). Isolated yield 99.6%. As a reaction SMILES: [NH2:1][C:2]1[CH:7]=[CH:6][C:5]([S:8]([NH:11][C:12]([CH3:15])([CH3:14])[CH3:13])(=[O:10])=[O:9])=[CH:4][CH:3]=1.[F:16][C:17]1[CH:18]=[C:19]([CH:22]=[CH:23][C:24]=1[O:25][CH3:26])[CH:20]=O>C1(C)C=CC=CC=1>[C:12]([NH:11][S:8]([C:5]1[CH:6]=[CH:7][C:2]([N:1]=[CH:20][C:19]2[CH:22]=[CH:23][C:24]([O:25][CH3:26])=[C:17]([F:16])[CH:18]=2)=[CH:3][CH:4]=1)(=[O:10])=[O:9])([CH3:15])([CH3:14])[CH3:13]. Procedure: A mixture of 4-amino-N-tert-butylbenzenesulfonamide (52.3 g, 0.23 mol, obtained in example 1), 3-fluoro-4-methoxybenzaldehyde (35.3 g, 0.23 mol) and toluene (2.5 L) is heated at reflux in a Dean-Stark for 24 h. The solvent is removed, yielding 83.5 g of the title compound (yield: quantitative). The reactants are O=C([O-])[O-], CI, CC(C)=O, COC(=O)c1cc(O)c2cc[nH]c2c1, [K+], [K+]. Yields the product COC(=O)c1cc(OC)c2cc[nH]c2c1. As a reaction SMILES: [C:17](=[O:18])([O-:19])[O-:20].[CH3:1][I:2].[CH3:23][C:24](=[O:25])[CH3:26].[CH3:3][O:4][C:5](=[O:6])[c:7]1[cH:8][c:9]([OH:16])[c:10]2[cH:11][cH:12][nH:13][c:14]2[cH:15]1.[K+:21].[K+:22]>>[CH3:3][O:4][C:5](=[O:6])[c:7]1[cH:8][c:9]([O:16][CH3:17])[c:10]2[cH:11][cH:12][nH:13][c:14]2[cH:15]1. Reactants: O1CCOC=2C=NC(=CC21)CN(C(OC(C)(C)C)=O)C2CCNCC2 (tert-butyl (2,3-dihydro(1,4)dioxino(2,3-c)pyridin-7-ylmethyl)(piperidin-4-yl)carbamate), COC=1C=CC2=C(N(C(C=N2)=O)CC=O)N1 ((6-methoxy-3-oxopyrido(2,3-b)pyrazin-4(3H)-yl)acetaldehyde), C(C)(=O)O[BH-](OC(C)=O)OC(C)=O.[Na+] (sodium triacetoxyborohydride), C(O)([O-])=O.[Na+] (sodium hydrogen carbonate). Solvent: ClCCl (dichloromethane), C(C)(=O)O (acetic acid), C(Cl)(Cl)Cl (chloroform). Run at time 30 minute. Product: O1CCOC=2C=NC(=CC21)CN(C(OC(C)(C)C)=O)C2CCN(CC2)CCN2C1=C(N=CC2=O)C=CC(=N1)OC (tert-butyl (2,3-dihydro(1,4)dioxino(2,3-c)pyridin-7-ylmethyl)(1-(2-(6-methoxy-3-oxopyrido(2,3-b)pyrazin-4(3H)-yl)ethyl)piperidin-4-yl)carbamate). Yield: 59.5%. RXN SMILES: [O:1]1[C:10]2[CH:9]=[C:8]([CH2:11][N:12]([CH:20]3[CH2:25][CH2:24][NH:23][CH2:22][CH2:21]3)[C:13](=[O:19])[O:14][C:15]([CH3:18])([CH3:17])[CH3:16])[N:7]=[CH:6][C:5]=2[O:4][CH2:3][CH2:2]1.[CH3:26][O:27][C:28]1[CH:29]=[CH:30][C:31]2[N:36]=[CH:35][C:34](=[O:37])[N:33]([CH2:38][CH:39]=O)[C:32]=2[N:41]=1.C(O[BH-](OC(=O)C)OC(=O)C)(=O)C.[Na+].C(=O)([O-])O.[Na+]>ClCCl.C(Cl)(Cl)Cl.C(O)(=O)C>[O:1]1[C:10]2[CH:9]=[C:8]([CH2:11][N:12]([CH:20]3[CH2:25][CH2:24][N:23]([CH2:39][CH2:38][N:33]4[C:34](=[O:37])[CH:35]=[N:36][C:31]5[CH:30]=[CH:29][C:28]([O:27][CH3:26])=[N:41][C:32]4=5)[CH2:22][CH2:21]3)[C:13](=[O:19])[O:14][C:15]([CH3:18])([CH3:17])[CH3:16])[N:7]=[CH:6][C:5]=2[O:4][CH2:3][CH2:2]1 |f:2.3,4.5|. Procedure: To a solution of 0.16 g of tert-butyl (2,3-dihydro(1,4)dioxino(2,3-c)pyridin-7-ylmethyl)(piperidin-4-yl)carbamate in 3 mL of dichloromethane, 0.10 g of (6-methoxy-3-oxopyrido(2,3-b)pyrazin-4(3H)-yl)acetaldehyde, 26 μL of acetic acid and 0.15 g of sodium triacetoxyborohydride were added, and the mixture was stirred at room temperature for 30 minutes. To the reaction mixture, chloroform and a saturated aqueous sodium hydrogen carbonate solution were added, the organic layer was separated, and the ... Starting materials: NCCN(CCOC=1C(=NC=CC1)[N+](=O)[O-])CC (N-(2-aminoethyl)-N-ethyl-N-[2-(2-nitropyridin-3-yloxy)ethyl]amine), C(C)N(CCOC=1C(=NC=CC1)F)CCNC(OC(C)(C)C)=O (Tert-butyl N-[2-[N-ethyl-N-[2-(2-fluoropyridin-3-yloxy)ethyl]amino]ethyl]carbamate). The product is C(C)N(CCOC=1C(=NC=CC1)[N+](=O)[O-])CCNC(OC(C)(C)C)=O (Tert-butyl N-[2-[N-ethyl-N-[2-(2-nitropyridin-3-yloxy)ethyl]amino]ethyl]carbamate). The yield is 64.0%. As a reaction SMILES: [NH2:1][CH2:2][CH2:3][N:4]([CH2:17][CH3:18])[CH2:5][CH2:6][O:7][C:8]1[C:9]([N+:14]([O-:16])=[O:15])=[N:10][CH:11]=[CH:12][CH:13]=1.C(N(CCN[C:35](=[O:41])[O:36][C:37]([CH3:40])([CH3:39])[CH3:38])CCOC1C(F)=NC=CC=1)C>>[CH2:17]([N:4]([CH2:3][CH2:2][NH:1][C:35](=[O:41])[O:36][C:37]([CH3:40])([CH3:39])[CH3:38])[CH2:5][CH2:6][O:7][C:8]1[C:9]([N+:14]([O-:16])=[O:15])=[N:10][CH:11]=[CH:12][CH:13]=1)[CH3:18]. Procedure: This compound was prepared, starting from compound 59 (500 mg, 1.97 mmol), according to the procedure developed for compound 64. Reaction time at room temperature: 18 h to give compound 65 (444 mg, 1.25 mmol) as a yellow oil. Yield 64%; IR (CCl4) ν 1172, 1289, 1367, 1500, 1549, 1716, 2977 cm−1; 1H NMR (200 MHz, CDCl3) δ 1.00 (t, 3H, J=7.1 Hz), 1.36 (s, 9H), 2.60 (m, 4H), 2.89 (t, 2H, J=5.6 Hz), 3.13 (q, 2H, J=5.9 Hz), 4.13 (t, 2H, J=5.6 Hz), 7.51 (m, 2H), 8.05 (dd, 1H, J=2.4, 3.4 Hz); ESI-MS m/z... Starting materials: Cc1csc(N)n1, CCOC(C)=O, Fc1c(Sc2ccccc2)ccnc1Cl, [K+], [K+], [K+], O=C(C=Cc1ccccc1)C=Cc1ccccc1, O=C(C=Cc1ccccc1)C=Cc1ccccc1, O=C(C=Cc1ccccc1)C=Cc1ccccc1, O, O=P([O-])([O-])[O-], [Pd], [Pd]. Yields the product Cc1csc(Nc2nccc(Sc3ccccc3)c2F)n1. As a reaction SMILES: [CH3:16][c:17]1[n:18][c:19]([NH2:22])[s:20][cH:21]1.[CH3:88][CH2:89][O:90][C:91](=[O:92])[CH3:93].[Cl:1][c:2]1[n:3][cH:4][cH:5][c:6]([S:9][c:10]2[cH:11][cH:12][cH:13][cH:14][cH:15]2)[c:7]1[F:8].[K+:28].[K+:29].[K+:30].[O:34]=[C:35]([CH:36]=[CH:37][c:38]1[cH:39][cH:40][cH:41][cH:42][cH:43]1)[CH:44]=[CH:45][c:46]1[cH:47][cH:48][cH:49][cH:50][cH:51]1.[O:52]=[C:53]([CH:54]=[CH:55][c:56]1[cH:57][cH:58][cH:59][cH:60][cH:61]1)[CH:62]=[CH:63][c:64]1[cH:65][cH:66][cH:67][cH:68][cH:69]1.[O:70]=[C:71]([CH:72]=[CH:73][c:74]1[cH:75][cH:76][cH:77][cH:78][cH:79]1)[CH:80]=[CH:81][c:82]1[cH:83][cH:84][cH:85][cH:86][cH:87]1.[OH2:31].[P:23]([O-:24])([O-:25])([O-:26])=[O:27].[Pd:32].[Pd:33]>>[c:2]1([NH:22][c:19]2[n:18][c:17]([CH3:16])[cH:21][s:20]2)[n:3][cH:4][cH:5][c:6]([S:9][c:10]2[cH:11][cH:12][cH:13][cH:14][cH:15]2)[c:7]1[F:8]. Reactants: CC(=O)OCCOc1cnc(-c2ncc([N+](=O)[O-])n2C)nc1, CCO, Cl. The product is Cl, Cn1c([N+](=O)[O-])cnc1-c1ncc(OCCO)cn1. As a reaction SMILES: [C:1](=[O:2])([CH3:3])[O:4][CH2:5][CH2:6][O:7][c:8]1[cH:9][n:10][c:11](-[c:14]2[n:15]([CH3:22])[c:16]([N+:19](=[O:20])[O-:21])[cH:17][n:18]2)[n:12][cH:13]1.[CH3:24][CH2:25][OH:26].[ClH:23]>>[ClH:23].[OH:4][CH2:5][CH2:6][O:7][c:8]1[cH:9][n:10][c:11](-[c:14]2[n:15]([CH3:22])[c:16]([N+:19](=[O:20])[O-:21])[cH:17][n:18]2)[n:12][cH:13]1. Starting materials: O[C@@H](CC#N)COS(=O)(=O)C1=CC=C(C=C1)C ((S)-3-hydroxy-4-(p-toluenesulfonyloxy)butyronitrile), Cl (hydrochloric acid), [H][H] (hydrogen). The reagents and catalysts are [Pd] (Pd on carbon). Solvent: CO (methanol). Conditions: time 20 hour. Yields the product Cl.O[C@@H](CCN)COS(=O)(=O)C1=CC=C(C=C1)C ((S)-3-hydroxy-4-(p toluenesulfonyloxy)butylamine hydrochloride). Reaction SMILES: [OH:1][C@H:2]([CH2:6][O:7][S:8]([C:11]1[CH:16]=[CH:15][C:14]([CH3:17])=[CH:13][CH:12]=1)(=[O:10])=[O:9])[CH2:3][C:4]#[N:5].[ClH:18].[H][H]>CO.[Pd]>[ClH:18].[OH:1][C@H:2]([CH2:6][O:7][S:8]([C:11]1[CH:12]=[CH:13][C:14]([CH3:17])=[CH:15][CH:16]=1)(=[O:10])=[O:9])[CH2:3][CH2:4][NH2:5] |f:5.6|. Reported procedure: To a solution of (S)-3-hydroxy-4-(p-toluenesulfonyloxy)butyronitrile (17.0 g) in methanol (120 ml), 10 wt. % Pd on carbon (3.0 g) and conc. hydrochloric acid (30 ml) were added. The mixture was stirred in a hydrogen atmosphere of 4. 0 kg/cm2 at room temperature for 20 hours. After filtrating off the catalyst, the mixture was evaporated under reduced pressure to obtain a crude product, which was purified by silica gel chromatography (Wako Gel C200, an eluent: methanol/acetone (volume ratio of 3/7... Conditions: temperature 75 celsius, time 6.5 hour. RXN SMILES: CC1N(C(OC2C(C)=CC(C3N=NN(C)N=3)=CC=2C)CC)N=CN=1.O(C(O[CH2:35][C:36]1[N:40]([CH2:41][CH2:42][CH2:43][O:44][C:45]2[C:50]([CH3:51])=[CH:49][C:48]([C:52]3[N:53]=[N:54][N:55]([CH3:57])[N:56]=3)=[CH:47][C:46]=2[CH3:58])[N:39]=[CH:38][N:37]=1)=S)C1C=CC=CC=1.CC(N=NC(C#N)(C)C)(C#N)C.C([SnH](CCCC)CCCC)CCC>C1(C)C=CC=CC=1>[CH3:35][C:36]1[N:40]([CH2:41][CH2:42][CH2:43][O:44][C:45]2[C:46]([CH3:58])=[CH:47][C:48]([C:52]3[N:53]=[N:54][N:55]([CH3:57])[N:56]=3)=[CH:49][C:50]=2[CH3:51])[N:39]=[CH:38][N:37]=1. Yields the product CC1=NC=NN1CCCOC1=C(C=C(C=C1C)C=1N=NN(N1)C)C (5-methyl-1-[3-[4-(2-methyl-tetrazol-5-yl)-2,6-dimethylphenoxy]-propyl]-1,2,4-triazole). Isolated yield 23.6%. Starting materials: CC1=NC=NN1C(CC)OC1=C(C=C(C=C1C)C=1N=NN(N1)C)C (5-Methyl-1-[3-[4-(2-methyl-tetrazol-5-yl)-2,6-dimethylphenoxy]3-propyl]-1,2,4-triazole), O(C1=CC=CC=C1)C(=S)OCC1=NC=NN1CCCOC1=C(C=C(C=C1C)C=1N=NN(N1)C)C (5-phenoxythiocarbonyloxymethyl-1-[3-[4-(2-methyl-tetrazol-5-yl)-2,6-dimethylphenoxy]-propyl]-1,2,4-triazole), CC(C)(C#N)N=NC(C)(C)C#N (AIBN), C(CCC)[SnH](CCCC)CCCC (tributyltin hydride). Procedure: 5-Methyl-1-[3-[4-(2-methyl-tetrazol-5-yl)-2,6-dimethylphenoxy]3-propyl]-1,2,4-triazole (I, Azo=5-methyl-1,2,4-triazol-1-yl, Y=1,3-propylene, R1,R2 =3,5-dimethyl, R3 =2-methyl-tetrazol-5-yl) p To a solution of 5-phenoxythiocarbonyloxymethyl-1-[3-[4-(2-methyl-tetrazol-5-yl)-2,6-dimethylphenoxy]-propyl]-1,2,4-triazole (130 mg, 0.79 mmol) in 20 ml of toluene was added AIBN (130 mg, 0.79 mmol) and tributyltin hydride (3.2 g, 11 mmol) and the mixture was stirred at 75° C. for 6.5 h. The solvent was co... Run in C1(=CC=CC=C1)C (toluene). The reactants are ClCCCCN1N=C(C(NC1=O)=O)C (2-(4-chloro-butyl)-6-methyl-2H-[1,2,4]triazine-3,5-dione), C(C)(C)(C)C1=NC(=CC(=N1)N1CCNCC1)CCC (2-tert-butyl-4-piperazin-1-yl-6-propyl-pyrimidine). Product: Cl.C(C)(C)(C)C1=NC(=CC(=N1)N1CCN(CC1)CCCCN1N=C(C(NC1=O)=O)C)CCC (2-{4-[4-(2-tert-Butyl-6-propyl-pyrimidin-4-yl)-piperazin-1-yl]butyl}-6-methyl-2H-[1,2,4]triazine-3,5-dione hydrochloride). RXN SMILES: [Cl:1][CH2:2][CH2:3][CH2:4][CH2:5][N:6]1[C:11](=[O:12])[NH:10][C:9](=[O:13])[C:8]([CH3:14])=[N:7]1.[C:15]([C:19]1[N:24]=[C:23]([N:25]2[CH2:30][CH2:29][NH:28][CH2:27][CH2:26]2)[CH:22]=[C:21]([CH2:31][CH2:32][CH3:33])[N:20]=1)([CH3:18])([CH3:17])[CH3:16]>>[ClH:1].[C:15]([C:19]1[N:24]=[C:23]([N:25]2[CH2:30][CH2:29][N:28]([CH2:2][CH2:3][CH2:4][CH2:5][N:6]3[C:11](=[O:12])[NH:10][C:9](=[O:13])[C:8]([CH3:14])=[N:7]3)[CH2:27][CH2:26]2)[CH:22]=[C:21]([CH2:31][CH2:32][CH3:33])[N:20]=1)([CH3:18])([CH3:17])[CH3:16] |f:2.3|. Procedure details: 2-{4-[4-(2-tert-Butyl-6-propyl-pyrimidin-4-yl)-piperazin-1-yl]butyl}-6-methyl-2H-[1,2,4]triazine-3,5-dione hydrochloride was prepared from 2-(4-chloro-butyl)-6-methyl-2H-[1,2,4]triazine-3,5-dione and 2-tert-butyl-4-piperazin-1-yl-6-propyl-pyrimidine by analogy to the process described in example 1. The reactants are NC1=NC(=CC(=N1)C1=CC(=C(C#N)C=C1)F)NC1CCCC1 (4-[2-amino-6-(cyclopentylamino)-4-pyrimidinyl]-2-fluorobenzonitrile), O.NN (Hydrazine monohydrate). Run in CCO (EtOH). Reaction conditions: temperature 95 celsius, time 16 hour. Yields the product NC1=NNC2=CC(=CC=C12)C1=CC(=NC(=N1)N)NC1CCCC1 (6-(3-Amino-1H-indazol-6-yl)-N4-cyclopentyl-2,4-pyrimidinediamine). Yield: 49.3%. Reaction SMILES: [NH2:1][C:2]1[N:7]=[C:6]([C:8]2[CH:15]=[CH:14][C:11]([C:12]#[N:13])=[C:10](F)[CH:9]=2)[CH:5]=[C:4]([NH:17][CH:18]2[CH2:22][CH2:21][CH2:20][CH2:19]2)[N:3]=1.O.[NH2:24][NH2:25]>CCO>[NH2:13][C:12]1[C:11]2[C:10](=[CH:9][C:8]([C:6]3[N:7]=[C:2]([NH2:1])[N:3]=[C:4]([NH:17][CH:18]4[CH2:22][CH2:21][CH2:20][CH2:19]4)[CH:5]=3)=[CH:15][CH:14]=2)[NH:25][N:24]=1 |f:1.2|. Procedure: In a 25 mL sealable tube was dissolved 4-[2-amino-6-(cyclopentylamino)-4-pyrimidinyl]-2-fluorobenzonitrile (0.476 g, 1.16 mmol) in EtOH (10 mL). Hydrazine monohydrate (1.14 mL, 23.1 mmol) was added, the vial was sealed, and the reaction mixture was stirred for 16 hours at 95° C. The reaction was cooled to room temperature and concentrated. The resulting yellow solid was dissolved in EtOH (2 mL). Water (8 mL) was added, and the resulting mixture was sonicated for 10 minutes. The resulting white p...